From a dataset of the Open Reaction Database (ORD), a public repository of structured organic reaction records. describe an organic reaction: reactants, conditions, products, and yield The reactants are BrCCOC1CCCCO1, Oc1ccccc1Br, CCOC(C)=O, [H-], [Na+], CN(C)C=O, O. The product is Brc1ccccc1OCCOC1CCCCO1. As a reaction SMILES: [Br:11][CH2:12][CH2:13][O:14][CH:15]1[O:16][CH2:17][CH2:18][CH2:19][CH2:20]1.[Br:1][c:2]1[c:3]([OH:8])[cH:4][cH:5][cH:6][cH:7]1.[CH3:26][CH2:27][O:28][C:29](=[O:30])[CH3:31].[H-:9].[Na+:10].[O:21]=[CH:22][N:23]([CH3:24])[CH3:25].[OH2:32]>>[Br:1][c:2]1[c:3]([O:8][CH2:12][CH2:13][O:14][CH:15]2[O:16][CH2:17][CH2:18][CH2:19][CH2:20]2)[cH:4][cH:5][cH:6][cH:7]1. Starting materials: BrC1=CC=C(C=C1)[C@H](C)NC(OC(C)(C)C)=O (tert-butyl [(1S)-1-(4-bromophenyl)ethyl]carbamate), CCOCC (ether), C[Li] (methyllithium), C1CCOC1 (THF), C(CCC)[Li] (n-Butyllithium). Reaction conditions: temperature 0 celsius, time 30 minute. Yields the product C(C)(C)(C)OC(=O)N[C@@H](C)C1=CC=C(C(=O)O)C=C1 (4-{(1S)-1-[(tert-butoxycarbonyl)amino]ethyl}benzoic acid). As a reaction SMILES: Br[C:2]1[CH:7]=[CH:6][C:5]([C@@H:8]([NH:10][C:11](=[O:17])[O:12][C:13]([CH3:16])([CH3:15])[CH3:14])[CH3:9])=[CH:4][CH:3]=1.CC[O:20][CH2:21]C.C[Li].C([Li])CCC.C1C[O:33]CC1>>[C:13]([O:12][C:11]([NH:10][C@H:8]([C:5]1[CH:6]=[CH:7][C:2]([C:21]([OH:20])=[O:33])=[CH:3][CH:4]=1)[CH3:9])=[O:17])([CH3:16])([CH3:15])[CH3:14]. Reported procedure: To a solution of tert-butyl [(1S)-1-(4-bromophenyl)ethyl]carbamate from Example 1, Step 7 (91.7 g, 305 mmol) in THF (1.5 L)/ether (300 mL) at −20° C. was added methyllithium (1.6M in ether, 229 mL, 366 mmol) and the mixture was slowly warmed to 0° C. and stirred for 30 min. and then cooled to −72° C. (internal temperature). n-Butyllithium (2.5M in hexanes, 146 mL, 366 mmol) was added dropwise and the mixture was stirred at −72° C. for 30 min. Excess CO2 gas was bubbled into the reaction mixture ...